This data is from the Open Reaction Database (ORD), a public repository of structured organic reaction records. The task is: describe an organic reaction: reactants, conditions, products, and yield The reactants are C=CCCCCCCCCCCCCCCCCCCCC (docosene), C1(=CC=CC=C1)PC1=CC=CC=C1 (diphenylphosphine). Product: C(CCCCCCCCCCCCCCCCCCCCC)P(C1=CC=CC=C1)C1=CC=CC=C1 (docosyldiphenylphosphine). The yield is 96.0%. RXN SMILES: [CH2:1]=[CH:2][CH2:3][CH2:4][CH2:5][CH2:6][CH2:7][CH2:8][CH2:9][CH2:10][CH2:11][CH2:12][CH2:13][CH2:14][CH2:15][CH2:16][CH2:17][CH2:18][CH2:19][CH2:20][CH2:21][CH3:22].[C:23]1([PH:29][C:30]2[CH:35]=[CH:34][CH:33]=[CH:32][CH:31]=2)[CH:28]=[CH:27][CH:26]=[CH:25][CH:24]=1>>[CH2:1]([P:29]([C:30]1[CH:31]=[CH:32][CH:33]=[CH:34][CH:35]=1)[C:23]1[CH:28]=[CH:27][CH:26]=[CH:25][CH:24]=1)[CH2:2][CH2:3][CH2:4][CH2:5][CH2:6][CH2:7][CH2:8][CH2:9][CH2:10][CH2:11][CH2:12][CH2:13][CH2:14][CH2:15][CH2:16][CH2:17][CH2:18][CH2:19][CH2:20][CH2:21][CH3:22]. Procedure details: In a manner similar to Example 1, docosene (obtained from Aldrich) and diphenylphosphine were reacted under nitrogen at 250° C. for 27 hours. Removal of unreacted olefin and diphenylphosphine by vacuum distillation gave docosyldiphenylphosphine. The yield was 96% based on recovered olefin. The conversion was 57% based on recovered olefin. The reactants are O=C([O-])[O-], Cc1nn(C)cc1Nc1cc(I)c(C(F)(F)F)cn1, CC1(C)c2cccc(P(c3ccccc3)c3ccccc3)c2Oc2c(P(c3ccccc3)c3ccccc3)cccc21, CCOCC, [Cs+], [Cs+], CN1CCc2cccc(N)c2C1=O, CC(=O)[O-], CC(=O)[O-], C1COCCO1, [Pd+2]. Product: Cc1nn(C)cc1Nc1cc(Nc2cccc3c2C(=O)N(C)CC3)c(C(F)(F)F)cn1. RXN SMILES: [C:75](=[O:76])([O-:77])[O-:78].[CH3:14][n:15]1[n:16][c:17]([CH3:32])[c:18]([NH:20][c:21]2[n:22][cH:23][c:24]([C:28]([F:29])([F:30])[F:31])[c:25]([I:27])[cH:26]2)[cH:19]1.[CH3:33][C:34]1([CH3:35])[c:36]2[cH:37][cH:38][cH:39][c:40]([P:41]([c:42]3[cH:43][cH:44][cH:45][cH:46][cH:47]3)[c:48]3[cH:49][cH:50][cH:51][cH:52][cH:53]3)[c:54]2[O:55][c:56]2[c:57]1[cH:58][cH:59][cH:60][c:61]2[P:62]([c:63]1[cH:64][cH:65][cH:66][cH:67][cH:68]1)[c:69]1[cH:70][cH:71][cH:72][cH:73][cH:74]1.[CH3:96][CH2:97][O:98][CH2:99][CH3:100].[Cs+:79].[Cs+:80].[NH2:1][c:2]1[cH:3][cH:4][cH:5][c:6]2[c:11]1[C:10](=[O:12])[N:9]([CH3:13])[CH2:8][CH2:7]2.[O-:88][C:89]([CH3:90])=[O:91].[O-:92][C:93]([CH3:94])=[O:95].[O:81]1[CH2:82][CH2:83][O:84][CH2:85][CH2:86]1.[Pd+2:87]>>[NH:1]([c:2]1[cH:3][cH:4][cH:5][c:6]2[c:11]1[C:10](=[O:12])[N:9]([CH3:13])[CH2:8][CH2:7]2)[c:25]1[c:24]([C:28]([F:29])([F:30])[F:31])[cH:23][n:22][c:21]([NH:20][c:18]2[c:17]([CH3:32])[n:16][n:15]([CH3:14])[cH:19]2)[cH:26]1. Starting materials: C12(CC3CC(CC(C1)C3)C2)CNC(=O)C2=C(C(=NC=C2)NCCCNC(OC(C)(C)C)=O)Cl (tert-Butyl 3-[(4-{[(1-adamantylmethyl)amino]carbonyl}-3-chloropyridin-2-yl)amino]propylcarbamate), Cl (HCl). Run in CO (methanol), O1CCOCC1 (1,4-dioxane). Conditions: time 18 hour. The product is Cl.Cl.C12(CC3CC(CC(C1)C3)C2)CNC(C2=C(C(=NC=C2)NCCCN)Cl)=O (N-(1-Adamantylmethyl)-2-[(3-aminopropyl)amino]-3-chloroisonicotinamide dihydrochloride). As a reaction SMILES: [C:1]12([CH2:11][NH:12][C:13]([C:15]3[CH:20]=[CH:19][N:18]=[C:17]([NH:21][CH2:22][CH2:23][CH2:24][NH:25]C(=O)OC(C)(C)C)[C:16]=3[Cl:33])=[O:14])[CH2:10][CH:5]3[CH2:6][CH:7]([CH2:9][CH:3]([CH2:4]3)[CH2:2]1)[CH2:8]2.[ClH:34]>CO.O1CCOCC1>[ClH:33].[ClH:34].[C:1]12([CH2:11][NH:12][C:13](=[O:14])[C:15]3[CH:20]=[CH:19][N:18]=[C:17]([NH:21][CH2:22][CH2:23][CH2:24][NH2:25])[C:16]=3[Cl:33])[CH2:8][CH:7]3[CH2:9][CH:3]([CH2:4][CH:5]([CH2:6]3)[CH2:10]1)[CH2:2]2 |f:4.5.6|. Procedure: tert-Butyl 3-[(4-{[(1-adamantylmethyl)amino]carbonyl}-3-chloropyridin-2-yl)amino]propylcarbamate (0.41 g) Example 36(i)) in methanol (15 ml) was treated with a solution of HCl in 1,4-dioxane (4 ml) and the mixture was stirred at room temperature for 18 hrs. The solution was evaporated. Methanol was added and the solution was evaporated to give the title compound as a pale yellow solid. Reactants: CC1([C@@H]2CC[C@]1(C(=O)C2)CS(=O)(=O)Cl)C (D-(+)-10-camphorsulfonyl chloride), NCCOCCN1C(=NC=2C(=NC(=C(C21)C)C)N)C (1-[2-(2-aminoethoxy)ethyl]-2,6,7-trimethyl-1H-imidazo[4,5-c]pyridin-4-amine). The product is NC1=NC(=C(C2=C1N=C(N2CCOCCNS(=O)(=O)CC21C(CC(CC2)C1(C)C)=O)C)C)C (N-{2-[2-(4-Amino-2,6,7-trimethyl-imidazo[4,5-c]pyridin-1-yl)-ethoxy]-ethyl}-C-(7,7-dimethyl-2-oxo-bicyclo[2.2.1]hept-1-yl)methanesulfonamide). Reaction SMILES: [CH3:1][C:2]1([CH3:15])[C@:6]2([CH2:10][S:11](Cl)(=[O:13])=[O:12])[C:7]([CH2:9][C@H:3]1[CH2:4][CH2:5]2)=[O:8].[NH2:16][CH2:17][CH2:18][O:19][CH2:20][CH2:21][N:22]1[C:30]2[C:29]([CH3:31])=[C:28]([CH3:32])[N:27]=[C:26]([NH2:33])[C:25]=2[N:24]=[C:23]1[CH3:34]>>[NH2:33][C:26]1[C:25]2[N:24]=[C:23]([CH3:34])[N:22]([CH2:21][CH2:20][O:19][CH2:18][CH2:17][NH:16][S:11]([CH2:10][C:6]34[C:2]([CH3:15])([CH3:1])[CH:3]([CH2:4][CH2:5]3)[CH2:9][C:7]4=[O:8])(=[O:13])=[O:12])[C:30]=2[C:29]([CH3:31])=[C:28]([CH3:32])[N:27]=1. Procedure details: Using the method of Examples 34-50, D-(+)-10-camphorsulfonyl chloride was reacted with 1-[2-(2-aminoethoxy)ethyl]-2,6,7-trimethyl-1H-imidazo[4,5-c]pyridin-4-amine to provide the desired compound. The product was purified using Method A. The observed accurate mass was 478.2455. Starting materials: FC1=C(C(=CC(=C1)C(=O)O)F)C1=CC=C(C=C1)OCC1=CC=CC=C1 (2,6-difluoro-4'-(benzyloxy)-(1,1'-biphenyl)-4-carboxylic acid). Reagents/catalysts: [Pd] (palladium on activated charcoal). The solvent is C(C)(=O)OCC (ethyl acetate). Yields the product FC1=C(C(=CC(=C1)C(=O)O)F)C1=CC=C(C=C1)O (2,6-difluoro-4'-hydroxy-(1,1'-biphenyl)-4-carboxylicacid). Yield: 92.5%. As a reaction SMILES: [F:1][C:2]1[CH:7]=[C:6]([C:8]([OH:10])=[O:9])[CH:5]=[C:4]([F:11])[C:3]=1[C:12]1[CH:17]=[CH:16][C:15]([O:18]CC2C=CC=CC=2)=[CH:14][CH:13]=1>C(OCC)(=O)C.[Pd]>[F:1][C:2]1[CH:7]=[C:6]([C:8]([OH:10])=[O:9])[CH:5]=[C:4]([F:11])[C:3]=1[C:12]1[CH:17]=[CH:16][C:15]([OH:18])=[CH:14][CH:13]=1. Procedure details: 342 mg of the product of Stage C were stirred overnight at 20° C. under a hydrogen atmosphere in 30 ml of ethyl acetate and with 113 mg of 9.5% palladium on activated charcoal. The reaction mixture was filtered and evaporated under reduced pressure to obtain 232.6 mg of the expected product. Reactants: ClC1=C(C=NC2=CC=C(C=C12)OCC)C(=O)OCC (ethyl 4-chloro-6-ethoxyquinoline-3-carboxylate), N (ammonia), solid. Yields the product NC1=C(C=NC2=CC=C(C=C12)OCC)C(=O)OCC (ethyl 4-amino-6-ethoxyquinoline-3-carboxylate). As a reaction SMILES: Cl[C:2]1[C:11]2[C:6](=[CH:7][CH:8]=[C:9]([O:12][CH2:13][CH3:14])[CH:10]=2)[N:5]=[CH:4][C:3]=1[C:15]([O:17][CH2:18][CH3:19])=[O:16].[NH3:20]>>[NH2:20][C:2]1[C:11]2[C:6](=[CH:7][CH:8]=[C:9]([O:12][CH2:13][CH3:14])[CH:10]=2)[N:5]=[CH:4][C:3]=1[C:15]([O:17][CH2:18][CH3:19])=[O:16]. Reported procedure: Prepared as in Example 1a from ethyl 4-chloro-6-ethoxyquinoline-3-carboxylate (Example 13b) and ammonia as an off white solid (77%). 1H NMR (400 MHz, DMSO-d6) δ 1.31-1.40 (m, 6H), 4.15 (q, J=7.2 Hz, 2H), 4.31 (q, J=6.8 Hz, 2H), 7.34 (q, J=6.4 Hz, 1H), 7.69-7.74 (m, 2H), 8.21 (bs, 2H), 8.77 (s, 1H). MS 261 (MH+). Starting materials: COC1=C(C=CC2=C1CCCC(C2)N2CCOCC2)N (1-methoxy-6-morpholin-4-yl-6,7,8,9-tetrahydro-5H-benzocyclohepten-2-ylamine), ClC1=NC=C(C(=N1)NC1=C(C=C(C=C1)N1CCOCC1)OC)Cl ((2,5-dichloropyrimidin-4-yl)-(2-methoxy-4-morpholin-4-yl-phenyl)-amine). The product is ClC=1C(=NC(=NC1)NC=1C=CC2=C(CCCC(C2)N2CCOCC2)C1OC)NC1=C(C=C(C=C1)N1CCOCC1)OC (5-Chloro-N(4)-(2-methoxy-4-morpholin-4-yl-phenyl)-N(2)-(1-methoxy-6-morpholin-4-yl-6,7,8,9-tetrahydro-5H-benzocyclohepten-2-yl)-pyrimidine-2,4-diamine), foam. The yield is 88.0%. RXN SMILES: [CH3:1][O:2][C:3]1[C:8]2[CH2:9][CH2:10][CH2:11][CH:12]([N:14]3[CH2:19][CH2:18][O:17][CH2:16][CH2:15]3)[CH2:13][C:7]=2[CH:6]=[CH:5][C:4]=1[NH2:20].Cl[C:22]1[N:27]=[C:26]([NH:28][C:29]2[CH:34]=[CH:33][C:32]([N:35]3[CH2:40][CH2:39][O:38][CH2:37][CH2:36]3)=[CH:31][C:30]=2[O:41][CH3:42])[C:25]([Cl:43])=[CH:24][N:23]=1>>[Cl:43][C:25]1[C:26]([NH:28][C:29]2[CH:34]=[CH:33][C:32]([N:35]3[CH2:36][CH2:37][O:38][CH2:39][CH2:40]3)=[CH:31][C:30]=2[O:41][CH3:42])=[N:27][C:22]([NH:20][C:4]2[CH:5]=[CH:6][C:7]3[CH2:13][CH:12]([N:14]4[CH2:19][CH2:18][O:17][CH2:16][CH2:15]4)[CH2:11][CH2:10][CH2:9][C:8]=3[C:3]=2[O:2][CH3:1])=[N:23][CH:24]=1. Procedure details: The title compound was prepared from 1-methoxy-6-morpholin-4-yl-6,7,8,9-tetrahydro-5H-benzocyclohepten-2-ylamine (50 mg, 0.2 mmol) and (2,5-dichloropyrimidin-4-yl)-(2-methoxy-4-morpholin-4-yl-phenyl)-amine (64 mg, 0.18 mmol) in an analogous manner to Example 946 to afford a white foam (95 mg, 88%). Mp: 122-4° C. LCMS (m/e) 595 (M+1); 1H-NMR (CDCl3, 400 MHz) δ 8.28 (d, J=9 Hz, 1H), 8.10 (m, 2H), 7.58 (s, 1H), 7.40 (s, 1H), 6.91 (d, J=9 Hz, 1H), 3.94 (s, 6H), 3.75 (m, 7H), 3.22 (m, 5H), 2.90 (m, 2...